Dataset: the Open Reaction Database (ORD), a public repository of structured organic reaction records. Task: describe an organic reaction: reactants, conditions, products, and yield Starting materials: N(N)C1=CC(N(C(N1CC(C)C)=O)C)=O (6-hydrazino-1-isobutyl-3-methylpyrimidine-2,4(1H,3H)-dione), CC=1C=C2C(=CNC2=CC1)C=O (5-methyl-1H-indole-3-carbaldehyde), C(=O)C1=CC(=CN1C)C(=O)OC (methyl 5-formyl-1-methyl-1H-pyrrole-3-carboxylate). As a reaction SMILES: [NH:1]([C:3]1[N:8]([CH2:9][CH:10]([CH3:12])[CH3:11])[C:7](=[O:13])[N:6]([CH3:14])[C:5](=[O:15])[CH:4]=1)[NH2:2].[CH3:16][C:17]1[CH:18]=[C:19]2[C:23](=[CH:24][CH:25]=1)[NH:22][CH:21]=[C:20]2[CH:26]=O.[CH:28]([C:30]1[N:34]([CH3:35])[CH:33]=[C:32]([C:36]([O:38][CH3:39])=[O:37])[CH:31]=1)=O>>[CH2:9]([N:8]1[C:3]2=[N:1][N:2]([CH2:26][C:20]3[C:19]4[C:23](=[CH:24][CH:25]=[C:17]([CH3:16])[CH:18]=4)[NH:22][CH:21]=3)[C:28]([C:30]3[N:34]([CH3:35])[CH:33]=[C:32]([C:36]([O:38][CH3:39])=[O:37])[CH:31]=3)=[C:4]2[C:5](=[O:15])[N:6]([CH3:14])[C:7]1=[O:13])[CH:10]([CH3:11])[CH3:12]. Reported procedure: This compound was made following the procedure described above, starting with 6-hydrazino-1-isobutyl-3-methylpyrimidine-2,4(1H,3H)-dione, and condensing first with 5-methyl-1H-indole-3-carbaldehyde, followed by methyl 5-formyl-1-methyl-1H-pyrrole-3-carboxylate. Mass: 503.20 (M+H). The product is C(C(C)C)N1C(N(C(C=2C1=NN(C2C2=CC(=CN2C)C(=O)OC)CC2=CNC1=CC=C(C=C21)C)=O)C)=O (methyl 5-{7-isobutyl-5-methyl-2-[(5-methyl-1H-indol-3-yl)methyl]-4,6-dioxo-4,5,6,7-tetrahydro-2H-pyrazolo[3,4-d]pyrimidin-3-yl}-1-methyl-1H-pyrrole-3-carboxylate). Starting materials: C(C)N(C(\C=C(/C)\C1=CC(=C(C=C1)OC(C)C1=CC=CC=C1)CC=C)=O)CC (N,N-diethyl (E)-3-[3-allyl-4-(1-phenylethoxy)-phenyl]-but-2-enamide), solution, [B]1OC2=CC=CC=C2O1 (catecholborane). The reagents and catalysts are C1=CC=C(C=C1)P(C2=CC=CC=C2)C3=CC=CC=C3.C1=CC=C(C=C1)P(C2=CC=CC=C2)C3=CC=CC=C3.C1=CC=C(C=C1)P(C2=CC=CC=C2)C3=CC=CC=C3.[Cl-].[Rh] (Wilkinson's catalyst). The solvent is C1CCOC1 (THF), C1CCOC1 (THF). Run at time 3 hour. Product: C(C)N(C(\C=C(/C)\C1=CC(=C(C=C1)OC(C)C1=CC=CC=C1)CCCO)=O)CC (N,N-diethyl (E)-3-[3-(3-hydroxypropyl)4-(1-phenylethoxy)-phenyl]-but-2-enamide). As a reaction SMILES: [CH2:1]([N:3]([CH2:27][CH3:28])[C:4](=[O:26])/[CH:5]=[C:6](/[C:8]1[CH:13]=[CH:12][C:11]([O:14][CH:15]([C:17]2[CH:22]=[CH:21][CH:20]=[CH:19][CH:18]=2)[CH3:16])=[C:10]([CH2:23][CH:24]=[CH2:25])[CH:9]=1)\[CH3:7])[CH3:2].[B]1OC2C(=CC=CC=2)[O:30]1>C1C=CC(P(C2C=CC=CC=2)C2C=CC=CC=2)=CC=1.C1C=CC(P(C2C=CC=CC=2)C2C=CC=CC=2)=CC=1.C1C=CC(P(C2C=CC=CC=2)C2C=CC=CC=2)=CC=1.[Cl-].[Rh].C1COCC1>[CH2:27]([N:3]([CH2:1][CH3:2])[C:4](=[O:26])/[CH:5]=[C:6](/[C:8]1[CH:13]=[CH:12][C:11]([O:14][CH:15]([C:17]2[CH:18]=[CH:19][CH:20]=[CH:21][CH:22]=2)[CH3:16])=[C:10]([CH2:23][CH2:24][CH2:25][OH:30])[CH:9]=1)\[CH3:7])[CH3:28] |f:2.3.4.5.6,^1:28|. Procedure details: To a solution of N,N-diethyl (E)-3-[3-allyl-4-(1-phenylethoxy)-phenyl]-but-2-enamide (2.61 g, 6.92 mmol) and Wilkinson's catalyst (tris(triphenylphosphine)rhodium (I) chloride, 64 mg, 0.069 mmol) in THF(40 mL) at 0° is added a 1.0 M solution of catecholborane in THF (7.62 mL, 7.62 mmol), via syringe. After stirring for 3 hours at 0°, the solution is quenched with methanol (15 mL), followed by addition of a solution 30% hydrogen peroxide (1.94 mL) in 3 M NaOH (18 mL). The solution is then warmed ...